Dataset: the Open Reaction Database (ORD), a public repository of structured organic reaction records. Task: describe an organic reaction: reactants, conditions, products, and yield The reactants are C1(CC1)C(=O)Cl (cyclopropanecarboxylic acid chloride), acid chloride, Cl.ClC1=CN=CC(=N1)N1CCNCC1 (6-chloro-2-(1-piperazinyl)-pyrazine hydrochloride), C(Cl)Cl (methylene chloride). The solvent is C([O-])([O-])=O.[Na+].[Na+] (sodium carbonate), O (water). Reaction conditions: time 45 minute. The product is ClC1=CN=CC(=N1)N1CCN(CC1)C(=O)C1CC1 (6-chloro-2-(4-cyclopropanecarbonyl-1-piperazinyl)-pyrazine). The yield is 93.7%. As a reaction SMILES: Cl.[Cl:2][C:3]1[N:8]=[C:7]([N:9]2[CH2:14][CH2:13][NH:12][CH2:11][CH2:10]2)[CH:6]=[N:5][CH:4]=1.[CH:15]1([C:18](Cl)=[O:19])[CH2:17][CH2:16]1.C(Cl)Cl>C(=O)([O-])[O-].[Na+].[Na+].O>[Cl:2][C:3]1[N:8]=[C:7]([N:9]2[CH2:10][CH2:11][N:12]([C:18]([CH:15]3[CH2:17][CH2:16]3)=[O:19])[CH2:13][CH2:14]2)[CH:6]=[N:5][CH:4]=1 |f:0.1,4.5.6|. Reported procedure: To a stirred suspension of 4.70 g (20.0 mmol) of 6-chloro-2-(1-piperazinyl)-pyrazine hydrochloride in 75 ml saturated aqueous sodium carbonate cooled in an ice bath is added 3 ml (33 mmol) of cyclopropanecarboxylic acid chloride. The mixture is stirred 45 minutes at ice bath temperature and then treated with 5 ml methylene chloride and warmed to room temperature during 30 minutes. Additional acid chloride (3 ml, 33 mmol) is added and stirring is continued 30 minutes longer. The mixture is dilute...